Task: describe an organic reaction: reactants, conditions, products, and yield. Dataset: the Open Reaction Database (ORD), a public repository of structured organic reaction records The reactants are BrC=1C=C(C(=O)OCC)C=CC1Cl (ethyl 3-bromo-4-chlorobenzoate), ClC1=CC=CC(=N1)C (6-chloro-2-picoline). The product is BrC=1C=C(C=CC1Cl)C(CC1=NC(=CC=C1)Cl)=O (1-(3-bromo-4-chlorophenyl)-2-(-6-chloro-2-pyridinyl)ethanone). RXN SMILES: [Br:1][C:2]1[CH:3]=[C:4]([CH:10]=[CH:11][C:12]=1[Cl:13])[C:5]([O:7]CC)=O.[Cl:14][C:15]1[N:20]=[C:19]([CH3:21])[CH:18]=[CH:17][CH:16]=1>>[Br:1][C:2]1[CH:3]=[C:4]([C:5](=[O:7])[CH2:21][C:19]2[CH:18]=[CH:17][CH:16]=[C:15]([Cl:14])[N:20]=2)[CH:10]=[CH:11][C:12]=1[Cl:13]. Reported procedure: In a similar manner as described in Example 1 from ethyl 3-bromo-4-chlorobenzoate (42.6 g, 171 mmol) and 6-chloro-2-picoline (18.7 mL, 171 mmol), 1-(3-bromo-4-chlorophenyl)-2-(-6-chloro-2-pyridinyl)ethanone was obtained as a pale yellow solid existing as a mixture of ketone and enol tautomers. 1H NMR (CDCl3) of ketone: δ 8.30 (d, 1H), 7.92 (dd, 1H), 7.69–7.54 (m, 2H), 7.24 (m, 2H), 4.42 (s, 2H); MS m/z 344 (M+1). The reactants are CCN(C(C)C)C(C)C (DIEA), C1=CN(C=N1)C(=O)N2C=CN=C2 (CDI), Cl.N1CC(C1)O (azetidin-3-ol hydrochloride), FC(C1=C(C=C(C=C1)F)[C@@H]1N(CCC1)C1=NC=2N(C=C1)N=CC2N)F ((R)-5-(2-(2-(difluoromethyl)-5-fluorophenyl)pyrrolidin-1-yl)pyrazolo[1,5-a]pyrimidin-3-amine). The product is FC(C1=C(C=C(C=C1)F)[C@@H]1N(CCC1)C1=NC=2N(C=C1)N=CC2NC(=O)N2CC(C2)O)F ((R)—N-(5-(2-(2-(difluoromethyl)-5-fluorophenyl) pyrrolidin-1-yl)pyrazolo[1,5-a]pyrimidin-3-yl)-3-hydroxyazetidine-1-carboxamide). Run at time 2 hour. Solvent: C(Cl)Cl (DCM). Reported procedure: To a DCM (0.6 mL) solution of (R)-5-(2-(2-(difluoromethyl)-5-fluorophenyl)pyrrolidin-1-yl)pyrazolo[1,5-a]pyrimidin-3-amine (10 mg, 0.028 mmol, prepared as described in the following paragraph), was added CDI (9 mg, 0.056 mmol) at ambient temperature in one portion. After stirring two hours, azetidin-3-ol hydrochloride (6 mg, 0.056 mmol) was added in one portion, followed by addition of DIEA (0.015 mL, 0.084 mmol). The reaction was stirred overnight before it was concentrated and directly purifie... Reaction SMILES: [F:1][CH:2]([F:25])[C:3]1[CH:8]=[CH:7][C:6]([F:9])=[CH:5][C:4]=1[C@H:10]1[CH2:14][CH2:13][CH2:12][N:11]1[C:15]1[CH:20]=[CH:19][N:18]2[N:21]=[CH:22][C:23]([NH2:24])=[C:17]2[N:16]=1.C1N=CN([C:31]([N:33]2[CH:37]=N[CH:35]=[CH:34]2)=[O:32])C=1.Cl.N1CC([OH:43])C1.CCN(C(C)C)C(C)C>C(Cl)Cl>[F:25][CH:2]([F:1])[C:3]1[CH:8]=[CH:7][C:6]([F:9])=[CH:5][C:4]=1[C@H:10]1[CH2:14][CH2:13][CH2:12][N:11]1[C:15]1[CH:20]=[CH:19][N:18]2[N:21]=[CH:22][C:23]([NH:24][C:31]([N:33]3[CH2:34][CH:35]([OH:43])[CH2:37]3)=[O:32])=[C:17]2[N:16]=1 |f:2.3|. As a reaction SMILES: [Na].[CH:2]1[C:11]2[C:6](=[CH:7][CH:8]=[CH:9][CH:10]=2)[CH:5]=[CH:4][C:3]=1[OH:12].BrCCCCCCCCBr.[CH:23]1[C:32]2[C:27](=[CH:28][CH:29]=[CH:30][CH:31]=2)[CH:26]=[CH:25][C:24]=1[O:33][CH2:34][CH2:35][CH2:36][CH2:37][CH2:38][CH2:39][CH2:40][CH3:41]>>[CH:2]1[C:11]2[C:6](=[CH:7][CH:8]=[CH:9][CH:10]=2)[CH:5]=[CH:4][C:3]=1[O:12][CH2:41][CH2:40][CH2:39][CH2:38][CH2:37][CH2:36][CH2:35][CH2:34][O:33][C:24]1[CH:25]=[CH:26][C:27]2[C:32](=[CH:31][CH:30]=[CH:29][CH:28]=2)[CH:23]=1 |^1:0|. Procedure details: Using the method described in Example 1, the crude solids were prepared using 5.5 g (0.24 gram atoms) sodium metal, 34.6 g (0.24 mole) 2-naphthol, and 27.2 g (0.100 mole) 1,8-dibromooctane. Recrystallization from ethyl acetate gave 30.0 g, mp 128° C., and 0.8 g, mp 125°-126° C., of pure 1,8-bix (2-naphthoxy) octane. The NMR spectrum was consistent with the structure and showed the absence of impurities. Yields the product C1=C(C=CC2=CC=CC=C12)OCCCCCCCCOC1=CC2=CC=CC=C2C=C1 (1,8-Bis (2-naphthoxy) octane). Reactants: [Na] (sodium), C1=C(C=CC2=CC=CC=C12)OCCCCCCCC ((2-naphthoxy) octane), C1=C(C=CC2=CC=CC=C12)O (2-naphthol), BrCCCCCCCCBr (1,8-dibromooctane). Reactants: FC1=C(N)C=C(C(=C1)Cl)OC(C)C (2-fluoro-4-chloro-5-isopropoxyaniline), C/C/1=C(/C(=O)OC1=O)\C (dimethylmaleic anhydride). Solvent: C(C)(=O)O (acetic acid). Run at time 6 hour. The product is ClC1=CC(=C(C=C1OC(C)C)N1C(C(=C(C1=O)C)C)=O)F (N-(4-chloro-2-fluoro-5-isopropoxyphenyl)-2,3-dimethylmaleic acid imide). Isolated yield 56.5%. Reaction SMILES: [F:1][C:2]1[CH:8]=[C:7]([Cl:9])[C:6]([O:10][CH:11]([CH3:13])[CH3:12])=[CH:5][C:3]=1[NH2:4].[CH3:14][C:15]1=[C:16]([CH3:22])[C:17]([O:19][C:20]1=O)=[O:18]>C(O)(=O)C>[Cl:9][C:7]1[C:6]([O:10][CH:11]([CH3:13])[CH3:12])=[CH:5][C:3]([N:4]2[C:17](=[O:18])[C:16]([CH3:22])=[C:15]([CH3:14])[C:20]2=[O:19])=[C:2]([F:1])[CH:8]=1. Procedure details: A mixture of 20.4 g (0.1 mol) of 2-fluoro-4-chloro-5-isopropoxyaniline and 12.6 g (0.1 mol) of dimethylmaleic anhydride in 100 ml of glacial acetic acid is stirred for 6 hours at a temperature of 130°-140°. It is then allowed to cool to room temperature and the almost black reaction solution is concentrated in a rotary evaporator. The residue is taken up in ethyl acetate and the solution is washed in succession with water, 1M soda solution, water and concentrated salt brine. It is then dried ove... Starting materials: CC(CN1CC=2N(C(C1)(C)C)C=NC2NC(C(CCC)N)=O)(C)C (2-amino-pentanoic acid [7-(2,2-dimethyl-propyl)-5,5-dimethyl-5,6,7,8-tetrahydro-imidazo[1,5-a]pyrazin-1-yl]-amide), FC=1C=C(C=C(C1)F)CC(=O)O ((3,5-difluoro-phenyl)-acetic acid). The product is CC(CN1CC=2N(C(C1)(C)C)C=NC2NC(C(CCC)NC(CC2=CC(=CC(=C2)F)F)=O)=O)(C)C (2-[2-(3,5-Difluoro-phenyl)-acetylamino]-pentanoic acid [7-(2,2-dimethyl-propyl)-5,5-dimethyl-5,6,7,8-tetrahydro-imidazo[1,5-a]pyrazin-1-yl]-amide). As a reaction SMILES: [CH3:1][C:2]([CH3:24])([CH3:23])[CH2:3][N:4]1[CH2:9][C:8]([CH3:11])([CH3:10])[N:7]2[CH:12]=[N:13][C:14]([NH:15][C:16](=[O:22])[CH:17]([NH2:21])[CH2:18][CH2:19][CH3:20])=[C:6]2[CH2:5]1.[F:25][C:26]1[CH:27]=[C:28]([CH2:33][C:34](O)=[O:35])[CH:29]=[C:30]([F:32])[CH:31]=1>>[CH3:24][C:2]([CH3:23])([CH3:1])[CH2:3][N:4]1[CH2:9][C:8]([CH3:10])([CH3:11])[N:7]2[CH:12]=[N:13][C:14]([NH:15][C:16](=[O:22])[CH:17]([NH:21][C:34](=[O:35])[CH2:33][C:28]3[CH:27]=[C:26]([F:25])[CH:31]=[C:30]([F:32])[CH:29]=3)[CH2:18][CH2:19][CH3:20])=[C:6]2[CH2:5]1. Procedure: Following general coupling procedure A, 2-amino-pentanoic acid [7-(2,2-dimethyl-propyl)-5,5-dimethyl-5,6,7,8-tetrahydro-imidazo[1,5-a]pyrazin-1-yl]-amide is coupled with (3,5-difluoro-phenyl)-acetic acid to provide the title compound: Diagnostic C13 NMR (100 MHz, CDCl3) 13.5, 18.9, 27.4, 28.1, 28.6, 33.5, 35.4, 43.1, 52.8, 53.2, 56.2, 65.7, 69.9, 102.9, 112.3, 112.6, 117.4, 129.2, 169.9; MS m/z 490.5 (M+1). The reactants are BrC1=CC=C(C=C1)OC (1-bromo-4-methoxybenzene), C(CCC)[Li] (n-butyllithium), O=C1CCN(CCC1)C(=O)OC(C)(C)C (tert-butyl 4-oxoazepane-1-carboxylate). Run in C1CCOC1 (THF), C1CCOC1 (THF). Run at temperature -78 celsius, time 2 hour. Product: OC1(CCN(CCC1)C(=O)OC(C)(C)C)C1=CC=C(C=C1)OC (tert-butyl 4-hydroxy-4-(4-methoxyphenyl)azepane-1-carboxylate). The yield is 45.0%. RXN SMILES: Br[C:2]1[CH:7]=[CH:6][C:5]([O:8][CH3:9])=[CH:4][CH:3]=1.C([Li])CCC.[O:15]=[C:16]1[CH2:22][CH2:21][CH2:20][N:19]([C:23]([O:25][C:26]([CH3:29])([CH3:28])[CH3:27])=[O:24])[CH2:18][CH2:17]1>C1COCC1>[OH:15][C:16]1([C:2]2[CH:7]=[CH:6][C:5]([O:8][CH3:9])=[CH:4][CH:3]=2)[CH2:22][CH2:21][CH2:20][N:19]([C:23]([O:25][C:26]([CH3:29])([CH3:28])[CH3:27])=[O:24])[CH2:18][CH2:17]1. Reported procedure: To a solution of 1-bromo-4-methoxybenzene (0.88 g, 4.7 mmol) in THF (50 mL) was added n-butyllithium (2.9 mL, 4.7 mmol) at −78° C. The reaction mixture was stirred at −78° C. for 2 h, then added to a flask containing tert-butyl 4-oxoazepane-1-carboxylate (1 g, 4.7 mmol) in THF, cooled to −78° C. The reaction mixture was stirred at −78° C. for 30 min and then at 0° C. for 15 min. It was then quenched with saturated ammonium chloride solution and extracted with ethyl acetate. The organic phase was...